From a dataset of the Open Reaction Database (ORD), a public repository of structured organic reaction records. describe an organic reaction: reactants, conditions, products, and yield The reactants are C(C)C1=CC=C(C=C1)C1=C(N=C(N=N1)C(=O)OCC)C1=CC=CC=C1 (ethyl 6-(4-ethyl-phenyl)-5-phenyl-1,2,4-triazine-3-carboxylate), C(=C)N1CCCC1 (1-vinylpyrrolidine), C(C)C1=CC=C(C=C1)C1=C(N=C(N=N1)C(=O)OCC)C1=CC=CC=C1 (ethyl 6-(4-ethyl-phenyl)-5-phenyl-1,2,4-triazine-3-carboxylate), C(=C)N1CCCC1 (1-vinylpyrrolidine). Run in C(Cl)(Cl)Cl (CHCl3). The product is C(C)C1=CC=C(C=C1)C=1C=CC(=NC1C1=CC=CC=C1)C(=O)OCC (Ethyl 5-(4-Ethyl-phenyl)-6-phenyl-pyridine-2-carboxylate). Reaction SMILES: [CH2:1]([C:3]1[CH:8]=[CH:7][C:6]([C:9]2N=N[C:12]([C:15]([O:17][CH2:18][CH3:19])=[O:16])=[N:11][C:10]=2[C:20]2[CH:25]=[CH:24][CH:23]=[CH:22][CH:21]=2)=[CH:5][CH:4]=1)[CH3:2].[CH:26](N1CCCC1)=[CH2:27]>C(Cl)(Cl)Cl>[CH2:1]([C:3]1[CH:8]=[CH:7][C:6]([C:9]2[CH:26]=[CH:27][C:12]([C:15]([O:17][CH2:18][CH3:19])=[O:16])=[N:11][C:10]=2[C:20]2[CH:25]=[CH:24][CH:23]=[CH:22][CH:21]=2)=[CH:5][CH:4]=1)[CH3:2]. Procedure details: Following General Procedure D, ethyl 6-(4-ethyl-phenyl)-5-phenyl-1,2,4-triazine-3-carboxylate (Compound 13, 105 mg, 0.30 mmol) and crude 1-vinylpyrrolidine (Compound 38, 2 g) in CHCl3 (10 ml) were reacted to produce the title compound as a yellow solid.